Dataset: the Open Reaction Database (ORD), a public repository of structured organic reaction records. Task: describe an organic reaction: reactants, conditions, products, and yield Reactants: C(C)(C)(C)OC(CN1C(=C(C2=CC(=CC=C12)Cl)C1=NNC(C2=CC=CC=C12)=O)C)=O ([5-Chloro-2-methyl-3-(4-oxo-3,4-dihydro-phthalazin-1-yl)-indol-1-yl]-acetic acid tert-butyl ester), C(C1=CC=CC=C1)Br (benzyl bromide). Yields the product C(C1=CC=CC=C1)N1N=C(C2=CC=CC=C2C1=O)C1=C(N(C2=CC=C(C=C12)Cl)CC(=O)O)C ([3-(3-Benzyl-4-oxo-3,4-dihydro-phthalazin-1-yl)-5-chloro-2-methyl-indol-1-yl]-acetic acid). Reaction SMILES: C([O:5][C:6](=[O:30])[CH2:7][N:8]1[C:16]2[C:11](=[CH:12][C:13]([Cl:17])=[CH:14][CH:15]=2)[C:10]([C:18]2[C:27]3[C:22](=[CH:23][CH:24]=[CH:25][CH:26]=3)[C:21](=[O:28])[NH:20][N:19]=2)=[C:9]1[CH3:29])(C)(C)C.[CH2:31](Br)[C:32]1[CH:37]=[CH:36][CH:35]=[CH:34][CH:33]=1>>[CH2:31]([N:20]1[C:21](=[O:28])[C:22]2[C:27](=[CH:26][CH:25]=[CH:24][CH:23]=2)[C:18]([C:10]2[C:11]3[C:16](=[CH:15][CH:14]=[C:13]([Cl:17])[CH:12]=3)[N:8]([CH2:7][C:6]([OH:5])=[O:30])[C:9]=2[CH3:29])=[N:19]1)[C:32]1[CH:37]=[CH:36][CH:35]=[CH:34][CH:33]=1. Procedure details: The sub-title compound was prepared from the product of step c) and benzyl bromide using the procedure described in example 14. 1H NMR (DMSO-d6) δ 13.20 (bs, 1H), 8.37-8.34 (m, 1H), 7.88-7.80 (m, 2H), 7.52 (d, J=9.3 Hz, 1H), 7.46 (d, J=7.2 Hz, 1H), 7.36-7.09 (m, 7H), 5.39 (d, J=15 Hz, 1H), 5.35 (d, J=15 Hz, 1H), 5.08 (s, 2H), 2.18 (s, 3H); MS: ESI (negative): 456, 458 (M−H).